Dataset: the Open Reaction Database (ORD), a public repository of structured organic reaction records. Task: describe an organic reaction: reactants, conditions, products, and yield Yields the product C(C1=CC=CC=C1)NC1=NC=C(C(N1C)=O)C1=CC(=C(C=C1)OCC1=CC=CC=C1)F (2-(benzylamino)-5-(4-(benzyloxy)-3-fluorophenyl)-3-methylpyrimidin-4(3H)-one). As a reaction SMILES: [CH2:1]([NH:8][C:9]1[N:14]([CH3:15])[C:13](=[O:16])[C:12](Br)=[CH:11][N:10]=1)[C:2]1[CH:7]=[CH:6][CH:5]=[CH:4][CH:3]=1.[CH2:18]([O:25][C:26]1[CH:31]=[CH:30][C:29](B(O)O)=[CH:28][C:27]=1[F:35])[C:19]1[CH:24]=[CH:23][CH:22]=[CH:21][CH:20]=1.[Cl-].[Li+]>O1CCOCC1.C([O-])([O-])=O.[Na+].[Na+].C1C=CC([P]([Pd]([P](C2C=CC=CC=2)(C2C=CC=CC=2)C2C=CC=CC=2)([P](C2C=CC=CC=2)(C2C=CC=CC=2)C2C=CC=CC=2)[P](C2C=CC=CC=2)(C2C=CC=CC=2)C2C=CC=CC=2)(C2C=CC=CC=2)C2C=CC=CC=2)=CC=1>[CH2:1]([NH:8][C:9]1[N:14]([CH3:15])[C:13](=[O:16])[C:12]([C:29]2[CH:30]=[CH:31][C:26]([O:25][CH2:18][C:19]3[CH:20]=[CH:21][CH:22]=[CH:23][CH:24]=3)=[C:27]([F:35])[CH:28]=2)=[CH:11][N:10]=1)[C:2]1[CH:7]=[CH:6][CH:5]=[CH:4][CH:3]=1 |f:2.3,5.6.7,^1:53,55,74,93|. The reagents and catalysts are C=1C=CC(=CC1)[P](C=2C=CC=CC2)(C=3C=CC=CC3)[Pd]([P](C=4C=CC=CC4)(C=5C=CC=CC5)C=6C=CC=CC6)([P](C=7C=CC=CC7)(C=8C=CC=CC8)C=9C=CC=CC9)[P](C=1C=CC=CC1)(C=1C=CC=CC1)C=1C=CC=CC1 (Pd(PPh3)4). The solvent is O1CCOCC1 (dioxane), C(=O)([O-])[O-].[Na+].[Na+] (Na2CO3). Procedure details: A suspension of 2-(benzylamino)-5-bromo-3-methylpyrimidin-4(3H)-one (0.130 g, 0.442 mmol), 4-(benzyloxy)-3-fluorophenylboronic acid (0.130 g, 0.530 mmol), Pd(PPh3)4 (0.026 g, 0.022 mmol) and lithium chloride (0.075 g, 1.77 mmol) in dioxane (2 mL) and 2M aqueous Na2CO3 (2 mL) was stirred at 100° C. for 1 hour. The reaction mixture was cooled to room temperature and then partitioned between EtOAc and H2O. The layers were separated and the aqueous layer was re-extracted with EtOAc (1×). The combine... The reactants are C(C1=CC=CC=C1)NC1=NC=C(C(N1C)=O)Br (2-(benzylamino)-5-bromo-3-methylpyrimidin-4(3H)-one), C(C1=CC=CC=C1)OC1=C(C=C(C=C1)B(O)O)F (4-(benzyloxy)-3-fluorophenylboronic acid), [Cl-].[Li+] (lithium chloride). Conditions: temperature 100 celsius, time 1 hour.